Dataset: the Open Reaction Database (ORD), a public repository of structured organic reaction records. Task: describe an organic reaction: reactants, conditions, products, and yield Starting materials: CN1C=C(C=CC1=O)C(C[C@@H](C1=C(C=CC=C1)C)C1=CC=C(C#N)C=C1)=O ((R)-4-(3-(1-methyl-6-oxo-1,6-dihydropyridin-3-yl)-3-oxo-1-o-tolyl-propyl)benzonitrile), [N-]=[N+]=[N-].[Na+] (sodium azide), [Cl-].[NH4+] (ammonium chloride), [N-]=[N+]=[N-].[Na+] (sodium azide), [Cl-].[NH4+] (ammonium chloride). Run in CN(C=O)C (N,N-dimethylformamide). Conditions: temperature 80 celsius, time 72 hour. Product: N1N=NN=C1C1=CC=C(C=C1)[C@@H](CC(=O)C=1C=CC(N(C1)C)=O)C1=C(C=CC=C1)C ((R)-5-(3-(4-(1H-Tetrazol-5-yl)phenyl)-3-o-tolylpropanoyl)-1-methylpyridin-2(1H)-one). Isolated yield 37.3%. As a reaction SMILES: [CH3:1][N:2]1[C:7](=[O:8])[CH:6]=[CH:5][C:4]([C:9](=[O:27])[CH2:10][C@H:11]([C:19]2[CH:26]=[CH:25][C:22]([C:23]#[N:24])=[CH:21][CH:20]=2)[C:12]2[CH:17]=[CH:16][CH:15]=[CH:14][C:13]=2[CH3:18])=[CH:3]1.[N-:28]=[N+:29]=[N-:30].[Na+].[Cl-].[NH4+]>CN(C)C=O>[NH:28]1[C:23]([C:22]2[CH:21]=[CH:20][C:19]([C@H:11]([C:12]3[CH:17]=[CH:16][CH:15]=[CH:14][C:13]=3[CH3:18])[CH2:10][C:9]([C:4]3[CH:5]=[CH:6][C:7](=[O:8])[N:2]([CH3:1])[CH:3]=3)=[O:27])=[CH:26][CH:25]=2)=[N:24][N:30]=[N:29]1 |f:1.2,3.4|. Reported procedure: To a solution of (R)-4-(3-(1-methyl-6-oxo-1,6-dihydropyridin-3-yl)-3-oxo-1-o-tolyl-propyl)benzonitrile (60 mg, 168 μmol) in N,N-dimethylformamide (1 mL) was added sodium azide (54.7 mg, 842 μmol) and ammonium chloride (45.0 mg, 842 μmol). The reaction mixture was heated to 80° C. for 24 h, then another portion of sodium azide (54.7 mg, 842 μmol) and ammonium chloride (45.0 mg, 842 μmol) was added and the reaction mixture was stirred at 80° C. for another 72 h, then concentrated in vacuo. The res... The reactants are O1C(OCC1)C1=CC=C(C=C1)C1=NC2=CC=NC(=C2C=C1C1=CC=CC=C1)NN ([2-(4-[1,3]Dioxolan-2-yl-phenyl)-3-phenyl-[1,6]naphthyridin-5-yl]-hydrazine), C=1C=CC2=C(C1)N=NN2O (HOBT), C(CO)(=O)O (glycolic acid), C(CCl)Cl (EDC). Reaction SMILES: [O:1]1[CH2:5][CH2:4][O:3][CH:2]1[C:6]1[CH:11]=[CH:10][C:9]([C:12]2[C:21]([C:22]3[CH:27]=[CH:26][CH:25]=[CH:24][CH:23]=3)=[CH:20][C:19]3[C:14](=[CH:15][CH:16]=[N:17][C:18]=3[NH:28][NH2:29])[N:13]=2)=[CH:8][CH:7]=1.C1C=CC2N(O)N=NC=2C=1.[C:40](O)(=O)[CH2:41][OH:42].C(Cl)CCl>CN(C=O)C.C(OCC)(=O)C.C(O)(=O)C>[O:3]1[CH2:4][CH2:5][O:1][CH:2]1[C:6]1[CH:11]=[CH:10][C:9]([C:12]2[C:21]([C:22]3[CH:27]=[CH:26][CH:25]=[CH:24][CH:23]=3)=[CH:20][C:19]3[C:18]4=[N:28][N:29]=[C:40]([CH2:41][OH:42])[N:17]4[CH:16]=[CH:15][C:14]=3[N:13]=2)=[CH:8][CH:7]=1. Reaction conditions: time 8 hour. Run in C(C)(=O)O (acetic acid), CN(C)C=O (DMF), C(C)(=O)OCC (ethyl acetate). Yields the product O1C(OCC1)C1=CC=C(C=C1)C1=NC=2C=CN3C(C2C=C1C1=CC=CC=C1)=NN=C3CO ({8-[4-(1,3-dioxolan-2-yl)phenyl]-9-phenyl[1,2,4]triazolo[3,4-f]-1,6-naphthyridin-3-yl}methanol). Reported procedure: To a stirred solution of 3-4 (5 g, 13 mMol), HOBT (1.9 g, 14.3 mMol), and glycolic acid (1.2 g, 15.6 mMol) in anhydrous DMF (100 mL) was added EDC (2.7 g, 14.3 mMol). The solution was stirred overnight at ambient temperature. The solution was then treated with 5 mL of glacial acetic acid and was heated to 80° C. in an oil bath for 2 hours. Upon cooling to room temperature, the reaction was diluted with ethyl acetate and washed with NaHCO3 (aq), water, and brine. The organic layer was dried with ... Starting materials: O=C(c1ncc[nH]1)c1ncc[nH]1, CCCC(NC(=O)Cc1ccc(CCC(N)=O)c(OCC)c1)c1ccccc1N1CCCCC1, CCC(=O)O, [Cl-], N, C1CCOC1, O, Cc1ccc(S(=O)(=O)O)cc1, c1ccncc1. Product: CCCC(NC(=O)Cc1ccc(CCC#N)c(OCC)c1)c1ccccc1N1CCCCC1. As a reaction SMILES: [C:52]([c:53]1[nH:54][cH:55][cH:56][n:57]1)([c:58]1[nH:59][cH:60][cH:61][n:62]1)=[O:63].[CH2:13]([CH3:14])[O:15][c:16]1[c:17]([CH2:42][CH2:43][C:44](=[O:45])[NH2:46])[cH:18][cH:19][c:20]([CH2:22][C:23](=[O:24])[NH:25][CH:26]([CH2:27][CH2:28][CH3:29])[c:30]2[c:31]([N:36]3[CH2:37][CH2:38][CH2:39][CH2:40][CH2:41]3)[cH:32][cH:33][cH:34][cH:35]2)[cH:21]1.[CH3:47][CH2:48][C:49](=[O:50])[OH:51].[Cl-:1].[NH3:64].[O:65]1[CH2:66][CH2:67][CH2:68][CH2:69]1.[OH2:70].[c:2]1([CH3:3])[cH:4][cH:5][c:6]([S:7]([OH:8])(=[O:9])=[O:10])[cH:11][cH:12]1.[cH:71]1[cH:72][cH:73][n:74][cH:75][cH:76]1>>[CH2:13]([CH3:14])[O:15][c:16]1[c:17]([CH2:42][CH2:43][C:44]#[N:46])[cH:18][cH:19][c:20]([CH2:22][C:23](=[O:24])[NH:25][CH:26]([CH2:27][CH2:28][CH3:29])[c:30]2[c:31]([N:36]3[CH2:37][CH2:38][CH2:39][CH2:40][CH2:41]3)[cH:32][cH:33][cH:34][cH:35]2)[cH:21]1. Solvent: CCO (EtOH). Procedure details: The titled compound was prepared following the procedure C using N-{4-[(4-butylphenyl)ethynyl]benzyl}-N-(2,2-dimethyl-4-oxo-4H-1,3-benzodioxin-6-yl)cyclohexanecarboxamide and NaOH (1N) in the presence of EtOH as a white powder (42%). 1H NMR (DMSO-d6, 300 MHz) δ 7.44 (m, 5H), 7.27-7.16 (m, 5H), 6.95 (d, J=8.7 Hz, 1H), 4.79 (s, 2H), 2.59 (t, J=7.8 Hz, 2H), 2.12 (m, 1H), 1.63-0.89 (m, 14H), 0.88 (t, J=7.4 Hz, 3H). M− (ESI): 508.3; M+ (ESI): 509.7. HPLC, Rt: 5.58 min (Purity: 99.8%). Product: C(CCC)C1=CC=C(C=C1)C#CC1=CC=C(CN(C=2C=CC(=C(C(=O)O)C2)O)C(=O)C2CCCCC2)C=C1 (5-[{4-[(4-butylphenyl)ethynyl]benzyl}(cyclohexylcarbonyl)amino]-2-hydroxybenzoic acid). RXN SMILES: [CH2:1]([C:5]1[CH:10]=[CH:9][C:8]([C:11]#[C:12][C:13]2[CH:41]=[CH:40][C:16]([CH2:17][N:18]([C:27]3[CH:39]=[CH:38][C:30]4[O:31]C(C)(C)[O:33][C:34](=[O:35])[C:29]=4[CH:28]=3)[C:19]([CH:21]3[CH2:26][CH2:25][CH2:24][CH2:23][CH2:22]3)=[O:20])=[CH:15][CH:14]=2)=[CH:7][CH:6]=1)[CH2:2][CH2:3][CH3:4].[OH-].[Na+]>CCO>[CH2:1]([C:5]1[CH:6]=[CH:7][C:8]([C:11]#[C:12][C:13]2[CH:41]=[CH:40][C:16]([CH2:17][N:18]([C:19]([CH:21]3[CH2:26][CH2:25][CH2:24][CH2:23][CH2:22]3)=[O:20])[C:27]3[CH:39]=[CH:38][C:30]([OH:31])=[C:29]([CH:28]=3)[C:34]([OH:35])=[O:33])=[CH:15][CH:14]=2)=[CH:9][CH:10]=1)[CH2:2][CH2:3][CH3:4] |f:1.2|. Reactants: C(CCC)C1=CC=C(C=C1)C#CC1=CC=C(CN(C(=O)C2CCCCC2)C2=CC3=C(OC(OC3=O)(C)C)C=C2)C=C1 (N-{4-[(4-butylphenyl)ethynyl]benzyl}-N-(2,2-dimethyl-4-oxo-4H-1,3-benzodioxin-6-yl)cyclohexanecarboxamide), [OH-].[Na+] (NaOH). Product: C1(CC1)N(C(=O)[C@H]1CN(CC[C@@H]1C1=CC=C(C=C1)OCCOC1=C(C=C(C=C1Cl)C)Cl)C(=O)OC(C)(C)C)CC1=CC(=CC(=C1)CCCOC)OC[C@H]1[C@@H](C1)CO (tert-Butyl (3R,4S)-3-({cyclopropyl[3-{[(1R,2R)-2-(hydroxymethyl)cyclo-propyl]methoxy}-5-(3-methoxypropyl)benzyl]amino}carbonyl)-4-{4-[2-(2,6-di-chloro-4-methylphenoxy)ethoxy]phenyl}piperidine-1-carboxylate). The solvent is C1CCOC1 (THF). Procedure details: To a solution of tert-butyl (3R,4S)-3-({cyclopropyl[3-{[(1R,2R)-2-(ethoxycarbonyl)cyclopropyl]methoxy}-5-(3-methoxypropyl)benzyl]amino}-carbonyl)-4-{4-[2-(2,6-dichloro-4-methylphenoxy)ethoxy]phenyl}piperidine-1-carboxylate (1 eq.) from the previous step in THF at −78° C. was added diisobutylaluminum hydride (3 eq.). The reaction was stirred at −78° C. for 1 h and then warmed to rt. EtOAc and aqueous Rochelle's salt solution were added and stirred until the two phases separated. The aqueous layer... Reaction conditions: temperature -78 celsius, time 1 hour. Starting materials: C1(CC1)N(C(=O)[C@H]1CN(CC[C@@H]1C1=CC=C(C=C1)OCCOC1=C(C=C(C=C1Cl)C)Cl)C(=O)OC(C)(C)C)CC1=CC(=CC(=C1)CCCOC)OC[C@H]1[C@@H](C1)C(=O)OCC (tert-butyl (3R,4S)-3-({cyclopropyl[3-{[(1R,2R)-2-(ethoxycarbonyl)cyclopropyl]methoxy}-5-(3-methoxypropyl)benzyl]amino}-carbonyl)-4-{4-[2-(2,6-dichloro-4-methylphenoxy)ethoxy]phenyl}piperidine-1-carboxylate), [H-].C(C(C)C)[Al+]CC(C)C (diisobutylaluminum hydride), CCOC(=O)C (EtOAc), [C@@H]([C@H](C(=O)[O-])O)(C(=O)[O-])O.[Na+].[K+] (Rochelle's salt). RXN SMILES: [CH:1]1([N:4]([CH2:39][C:40]2[CH:45]=[C:44]([CH2:46][CH2:47][CH2:48][O:49][CH3:50])[CH:43]=[C:42]([O:51][CH2:52][C@@H:53]3[CH2:55][C@H:54]3[C:56](OCC)=[O:57])[CH:41]=2)[C:5]([C@@H:7]2[C@@H:12]([C:13]3[CH:18]=[CH:17][C:16]([O:19][CH2:20][CH2:21][O:22][C:23]4[C:28]([Cl:29])=[CH:27][C:26]([CH3:30])=[CH:25][C:24]=4[Cl:31])=[CH:15][CH:14]=3)[CH2:11][CH2:10][N:9]([C:32]([O:34][C:35]([CH3:38])([CH3:37])[CH3:36])=[O:33])[CH2:8]2)=[O:6])[CH2:3][CH2:2]1.[H-].C([Al+]CC(C)C)C(C)C.CCOC(C)=O.[C@H](O)(C([O-])=O)[C@@H](O)C([O-])=O.[Na+].[K+]>C1COCC1>[CH:1]1([N:4]([CH2:39][C:40]2[CH:45]=[C:44]([CH2:46][CH2:47][CH2:48][O:49][CH3:50])[CH:43]=[C:42]([O:51][CH2:52][C@@H:53]3[CH2:55][C@H:54]3[CH2:56][OH:57])[CH:41]=2)[C:5]([C@@H:7]2[C@@H:12]([C:13]3[CH:14]=[CH:15][C:16]([O:19][CH2:20][CH2:21][O:22][C:23]4[C:28]([Cl:29])=[CH:27][C:26]([CH3:30])=[CH:25][C:24]=4[Cl:31])=[CH:17][CH:18]=3)[CH2:11][CH2:10][N:9]([C:32]([O:34][C:35]([CH3:38])([CH3:36])[CH3:37])=[O:33])[CH2:8]2)=[O:6])[CH2:3][CH2:2]1 |f:1.2,4.5.6|. Run in C(C)O (ethanol). The reactants are ClCC(=O)C=1C2=C(OC1C)C(=CC=C2)[N+](=O)[O-] (3-chloroacetyl-2-methyl-7-nitrobenzo[b]furan), NC(=S)N (thiourea). Reaction SMILES: [Cl:1][CH2:2][C:3]([C:5]1[C:6]2[CH:14]=[CH:13][CH:12]=[C:11]([N+:15]([O-:17])=[O:16])[C:7]=2[O:8][C:9]=1[CH3:10])=O.[NH2:18][C:19]([NH2:21])=[S:20]>C(O)C>[ClH:1].[NH2:21][C:19]1[S:20][CH:2]=[C:3]([C:5]2[C:6]3[CH:14]=[CH:13][CH:12]=[C:11]([N+:15]([O-:17])=[O:16])[C:7]=3[O:8][C:9]=2[CH3:10])[N:18]=1 |f:3.4|. Yields the product Cl.NC=1SC=C(N1)C=1C2=C(OC1C)C(=CC=C2)[N+](=O)[O-] (3-(2-aminothiazol-4-yl)-2-methyl-7-nitrobenzo[b]furan hydrochloride). Procedure: A mixture of 3-chloroacetyl-2-methyl-7-nitrobenzo[b]furan (431 mg) and thiourea (194 mg) in ethanol (10 ml) was refluxed for 1.5 hours. The separated solid was collected, washed with ethanol and dried to give 3-(2-aminothiazol-4-yl)-2-methyl-7-nitrobenzo[b]furan hydrochloride (485 mg). Isolated yield 91.6%.